From a dataset of the Open Reaction Database (ORD), a public repository of structured organic reaction records. describe an organic reaction: reactants, conditions, products, and yield RXN SMILES: [CH:1]([CH3:2])([CH3:3])[c:4]1[n:5][cH:6][cH:7][cH:8][c:9]1[CH2:10][OH:11].[Cl:16][CH2:17][Cl:18].[S:12]([Cl:13])([Cl:14])=[O:15]>>[CH:1]([CH3:2])([CH3:3])[c:4]1[n:5][cH:6][cH:7][cH:8][c:9]1[CH2:10][Cl:14]. Yields the product CC(C)c1ncccc1CCl. The reactants are CC(C)c1ncccc1CO, ClCCl, O=S(Cl)Cl. Reactants: [OH-].[Na+] (sodium hydroxide), C1=CC=CC=2C(C3=C(C=CC21)C=CC=C3)=C3CCN(CC3)CCCOC(=O)C=3C(C(=C(NC3C)C)C(=O)OCCC#N)C3=CC(=CC=C3)Cl (4-(3-chlorophenyl)-2,6-dimethyl-1,4-dihydropyridine-3,5-dicarboxylic acid 3-(2-cyanoethyl) ester 5-(3-(4-(5H-dibenzo[a,d] cyclohepten-5-ylidene) piperidine-1-yl) propan-1-yl) ester), Cl (hydrochloric acid). The solvent is CO (methanol). Conditions: time 5 hour. Yields the product C1=CC=CC=2C(C3=C(C=CC21)C=CC=C3)=C3CCN(CC3)CCCOC(=O)C3=C(NC(=C(C3C3=CC(=CC=C3)Cl)C(=O)O)C)C (4-(3-chlorophenyl)-2,6-dimethyl-1,4-dihydropyridine-3,5-dicarboxylic acid mono (3-(4-(5H-dibenzo[a,d] cyclohepten-5-ylidene) piperidine-1-yl) propan-1-yl) ester). Reaction SMILES: [OH-].[Na+].[CH:3]1[C:13]2[CH:12]=[CH:11][C:10]3[CH:14]=[CH:15][CH:16]=[CH:17][C:9]=3[C:8](=[C:18]3[CH2:23][CH2:22][N:21]([CH2:24][CH2:25][CH2:26][O:27][C:28]([C:30]4[CH:31]([C:45]5[CH:50]=[CH:49][CH:48]=[C:47]([Cl:51])[CH:46]=5)[C:32]([C:38]([O:40]CCC#N)=[O:39])=[C:33]([CH3:37])[NH:34][C:35]=4[CH3:36])=[O:29])[CH2:20][CH2:19]3)[C:7]=2[CH:6]=[CH:5][CH:4]=1.Cl>CO>[CH:14]1[C:10]2[CH:11]=[CH:12][C:13]3[CH:3]=[CH:4][CH:5]=[CH:6][C:7]=3[C:8](=[C:18]3[CH2:19][CH2:20][N:21]([CH2:24][CH2:25][CH2:26][O:27][C:28]([C:30]4[CH:31]([C:45]5[CH:50]=[CH:49][CH:48]=[C:47]([Cl:51])[CH:46]=5)[C:32]([C:38]([OH:40])=[O:39])=[C:33]([CH3:37])[NH:34][C:35]=4[CH3:36])=[O:29])[CH2:22][CH2:23]3)[C:9]=2[CH:17]=[CH:16][CH:15]=1 |f:0.1|. Reported procedure: 5 ml of methanol and 0.434 ml of 1 N aqueous sodium hydroxide solution were added to 244 mg (0.36 mmol) of 4-(3-chlorophenyl)-2,6-dimethyl-1,4-dihydropyridine-3,5-dicarboxylic acid 3-(2-cyanoethyl) ester 5-(3-(4-(5H-dibenzo[a,d] cyclohepten-5-ylidene) piperidine-1-yl) propan-1-yl) ester and stirred at room temperature for 5 hours. After adding 1 N hydrochloric acid, precipitates were taken by the filtration and dried under reduced pressure to obtain the title compound. The reactants are C1(=CC=CC=C1)N=C=O (Phenyl isocyanate), C(C)(C)(C)C1=CC=C(C=C1)C=1OC(C(CN1)O)C1=CC=CC=C1 ((5RS, 6SR)-2-(4-tert-butylphenyl)-6-phenyl-5,6-dihydro-4H-1,3-oxazin-5-ol). The solvent is O1CCCC1 (tetrahydrofuran). Conditions: temperature 50 celsius. The product is C(C)(C)(C)C1=CC=C(C=C1)C=1OC(C(CN1)OC(NC1=CC=CC=C1)=O)C1=CC=CC=C1 ((5RS, 6SR)-2-(4-tert-butylphenyl)-6-phenyl-5-phenylcarbamoyloxy-5,6-dihydro-4H-1,3-oxazine). Isolated yield 31.6%. Reaction SMILES: [C:1]1([N:7]=[C:8]=[O:9])[CH:6]=[CH:5][CH:4]=[CH:3][CH:2]=1.[C:10]([C:14]1[CH:19]=[CH:18][C:17]([C:20]2[O:21][CH:22]([C:27]3[CH:32]=[CH:31][CH:30]=[CH:29][CH:28]=3)[CH:23]([OH:26])[CH2:24][N:25]=2)=[CH:16][CH:15]=1)([CH3:13])([CH3:12])[CH3:11]>O1CCCC1>[C:10]([C:14]1[CH:15]=[CH:16][C:17]([C:20]2[O:21][CH:22]([C:27]3[CH:32]=[CH:31][CH:30]=[CH:29][CH:28]=3)[CH:23]([O:26][C:8](=[O:9])[NH:7][C:1]3[CH:6]=[CH:5][CH:4]=[CH:3][CH:2]=3)[CH2:24][N:25]=2)=[CH:18][CH:19]=1)([CH3:13])([CH3:11])[CH3:12]. Procedure details: Phenyl isocyanate (2 g) is added at a temperature in the region of 20° C. to a solution, maintained under an argon atmosphere, of (5RS, 6SR)-2-(4-tert-butylphenyl)-6-phenyl-5,6-dihydro-4H-1,3-oxazin-5-ol (3.2 g) in anhydrous tetrahydrofuran (35 cc). The solution obtained is heated to 50° C. for 5 hours and then concentrated to dryness under reduced pressure (2.7 kPa). The solid obtained is purified by chromatography on silica (0.063-0.2 mm; 200 g) contained in a column 3.5 cm in diameter, collec... Reactants: [Li]C(C)(C)C, CCCC[Sn](Cl)(CCCC)CCCC, C1CCOC1, Ic1cn[nH]c1. Product: CCCC[Sn](CCCC)(CCCC)c1cn[nH]c1. Reaction SMILES: [C:7]([Li:8])([CH3:9])([CH3:10])[CH3:11].[CH2:12]([CH2:13][CH2:14][CH3:15])[Sn:16]([CH2:17][CH2:18][CH2:19][CH3:20])([CH2:21][CH2:22][CH2:23][CH3:24])[Cl:25].[CH2:26]1[O:27][CH2:28][CH2:29][CH2:30]1.[I:1][c:2]1[cH:3][n:4][nH:5][cH:6]1>>[c:2]1([Sn:16]([CH2:12][CH2:13][CH2:14][CH3:15])([CH2:17][CH2:18][CH2:19][CH3:20])[CH2:21][CH2:22][CH2:23][CH3:24])[cH:3][n:4][nH:5][cH:6]1.